Task: describe an organic reaction: reactants, conditions, products, and yield. Dataset: the Open Reaction Database (ORD), a public repository of structured organic reaction records Reaction conditions: time 8 hour. Reactants: ClC1=CC=C(C=C1)C=CC1=CC=C(C=C1)C (4-chloro-4'-methylstilbene), BrN1C(CCC1=O)=O (N-bromosuccinimide). The solvent is C(Cl)(Cl)(Cl)Cl (carbon tetrachloride). The yield is 85.0%. Product: ClC1=CC=C(C=CC2=CC=C(CBr)C=C2)C=C1 (4-(4-chlorostyryl)benzyl bromide). Procedure: A mixture of 5.7 g. (0.025 m) of 4-chloro-4'-methylstilbene (m.p. 196°-197° C.) and 4.43 g. (0.025 m) of N-bromosuccinimide in 124 ml. of carbon tetrachloride was heated at reflux for eight hours. The reaction mixture was filtered hot, allowed to cool and stand overnight and again filtered to remove a small amount of amorphous material. The solvent was removed in vacuo and the residue crystallized from cyclohexane to give 4-(4-chlorostyryl)benzyl bromide, m.p. 130°-132° C. in 85% yield. RXN SMILES: [Cl:1][C:2]1[CH:7]=[CH:6][C:5]([CH:8]=[CH:9][C:10]2[CH:15]=[CH:14][C:13]([CH3:16])=[CH:12][CH:11]=2)=[CH:4][CH:3]=1.[Br:17]N1C(=O)CCC1=O>C(Cl)(Cl)(Cl)Cl>[Cl:1][C:2]1[CH:3]=[CH:4][C:5]([CH:8]=[CH:9][C:10]2[CH:11]=[CH:12][C:13]([CH2:16][Br:17])=[CH:14][CH:15]=2)=[CH:6][CH:7]=1.